From a dataset of the Open Reaction Database (ORD), a public repository of structured organic reaction records. describe an organic reaction: reactants, conditions, products, and yield Starting materials: C(=C)C1=NC=CC=C1 (2-vinylpyridine), C(#N)C1=CC=NC=C1 (4-cyanopyridine), solution, Cl (hydrogen chloride). The solvent is C(C)(C)O (isopropanol), C(C)(C)O (isopropanol), C(C)(C)O (isopropanol). Reaction conditions: temperature 25 celsius. The product is Cl.[Cl-].N1=C(C=CC=C1)CC[N+]1=CC=C(C=C1)C#N (1-[2-(2-pyridyl)ethyl]-4-cyanopyridinium chloride hydrochloride). As a reaction SMILES: [C:1]([C:3]1[CH:8]=[CH:7][N:6]=[CH:5][CH:4]=1)#[N:2].[ClH:9].[CH:10]([C:12]1[CH:17]=[CH:16][CH:15]=[CH:14][N:13]=1)=[CH2:11]>C(O)(C)C>[ClH:9].[Cl-:9].[N:13]1[CH:14]=[CH:15][CH:16]=[CH:17][C:12]=1[CH2:10][CH2:11][N+:6]1[CH:7]=[CH:8][C:3]([C:1]#[N:2])=[CH:4][CH:5]=1 |f:4.5.6|. Reported procedure: To 166.4 parts of 4-cyanopyridine in 500 cc of isopropanol was added 170 parts of a 15.9% solution of hydrogen chloride in isopropanol. To this was added 292 parts of 2-vinylpyridine in 500 cc of isopropanol, and the resulting mixture heated to reflux for 5.5 hours. The reaction was cooled to 25° C. and 261 parts of 1-[2-(2-pyridyl)ethyl]-4-cyanopyridinium chloride hydrochloride isolated on filtration. Starting materials: N1=C(C=CC=C1)C=1N=NN(N1)C=1C=C(C#N)C=CC1 (3-(5-Pyridin-2-yl-2H-tetrazol-2-yl)benzonitrile), [N-]=[N+]=[N-].[Na+] (sodium azide), Cl (HCl), C(C)(=O)OCC (ethyl acetate). The reagents and catalysts are [Br-].[Zn+2].[Br-] (zinc bromide). Solvent: O (water). Run at temperature 90 celsius, time 24 hour. Product: N=1NN=NC1C=1C=C(C=CC1)N1N=C(N=N1)C1=NC=CC=C1 (2-{2-[3-(2H-Tetrazol-5-yl)phenyl]-2H-tetrazol-5-yl}pyridine). RXN SMILES: [N:1]1[CH:6]=[CH:5][CH:4]=[CH:3][C:2]=1[C:7]1[N:8]=[N:9][N:10]([C:12]2[CH:13]=[C:14]([CH:17]=[CH:18][CH:19]=2)[C:15]#[N:16])[N:11]=1.[N-:20]=[N+:21]=[N-:22].[Na+].Cl.C(OCC)(=O)C>O.[Br-].[Zn+2].[Br-]>[N:16]1[NH:20][N:21]=[N:22][C:15]=1[C:14]1[CH:13]=[C:12]([N:10]2[N:9]=[N:8][C:7]([C:2]3[CH:3]=[CH:4][CH:5]=[CH:6][N:1]=3)=[N:11]2)[CH:19]=[CH:18][CH:17]=1 |f:1.2,6.7.8|. Procedure details: 3-(5-Pyridin-2-yl-2H-tetrazol-2-yl)benzonitrile (300 mg, 1.21 mmol), sodium azide (86.5 mg, 1.33 mmol) and zinc bromide (272 mg, 1.21 mmol) were suspended in water (3 mL). The reaction was capped with a reflux condenser and stirred at 90° C. for 24 h, after which time it was cooled to rt and HCl 3N (1.5 mL) and ethyl acetate (20 mL) were added and the mixture stirred vigorously until no solid was left. The organic layer was isolated and aqueous layer extracted with ethyl acetate (2×20 mL). The c...